Dataset: the Open Reaction Database (ORD), a public repository of structured organic reaction records. Task: describe an organic reaction: reactants, conditions, products, and yield Reactants: CN1CCCC1=O, CC(C)=CCCC(C)=CC=NO, CCCCCC. Product: CC(C)=CCCC(C)=CC#N. Reaction SMILES: [CH3:13][N:14]1[CH2:15][CH2:16][CH2:17][C:18]1=[O:19].[CH3:1][C:2]([CH3:3])=[CH:4][CH2:5][CH2:6][C:7]([CH3:8])=[CH:9][CH:10]=[N:11][OH:12].[CH3:20][CH2:21][CH2:22][CH2:23][CH2:24][CH3:25]>>[CH3:1][C:2]([CH3:3])=[CH:4][CH2:5][CH2:6][C:7]([CH3:8])=[CH:9][C:10]#[N:11]. Starting materials: C(C1=CC=CC=C1)N1CCC(CC1)NC (1-benzyl-4-(methylamino)piperidine), ClC1=NC=CC=C1[N+](=O)[O-] (2-chloro-3-nitropyridine), BrC1=NC=CC=C1OCC (2-bromo-3-ethoxypyridine). The product is C(C1=CC=CC=C1)N1CCC(CC1)N(C1=NC=CC=C1[N+](=O)[O-])CCC (1-Benzyl-4-[N-propyl-N-(3-nitro-2-pyridinyl)amino]piperidine). RXN SMILES: [CH2:1]([N:8]1[CH2:13][CH2:12][CH:11]([NH:14][CH3:15])[CH2:10][CH2:9]1)[C:2]1[CH:7]=[CH:6][CH:5]=[CH:4][CH:3]=1.ClC1[C:22]([N+:23]([O-:25])=[O:24])=[CH:21][CH:20]=[CH:19][N:18]=1.BrC1C(OCC)=[CH:31][CH:30]=[CH:29]N=1>>[CH2:1]([N:8]1[CH2:13][CH2:12][CH:11]([N:14]([CH2:29][CH2:30][CH3:31])[C:15]2[C:22]([N+:23]([O-:25])=[O:24])=[CH:21][CH:20]=[CH:19][N:18]=2)[CH2:10][CH2:9]1)[C:2]1[CH:3]=[CH:4][CH:5]=[CH:6][CH:7]=1. Reported procedure: Following the general procedure of EXAMPLE 70, and making non-critical variations but substituting 1-benzyl-4-(propylamino)piperidine (EXAMPLE 112) for 1-benzyl-4-(methylamino)piperidine and 2-chloro-3-nitropyridine for 2-bromo-3-ethoxypyridine and using a reaction time of 10 min, the title compound is obtained, C,H,N: Anal. Calcd for C20H26N4O2 : C=67.77, H=7.39, N=15.81-found: C=67.44, H=7.42, N=15.60. The reactants are BrC1=NC=C2C=CC(=NC2=C1)Cl (7-Bromo-2-chloro-1,6-naphthyridine), CC1(OB(OC1(C)C)C=1C=NN(C1)CC1(CCC1)O)C (1-((4-(4,4,5,5-tetramethyl-1,3,2-dioxaborolan-2-yl)-1H-pyrazol-1-yl)methyl)cyclobutanol). The product is BrC1=NC=C2C=CC(=NC2=C1)C=1C=NN(C1)CC1(CCC1)O (1-((4-(7-Bromo-1,6-naphthyridin-2-yl)-1H-pyrazol-1-yl)methyl)cyclobutanol). RXN SMILES: [Br:1][C:2]1[CH:11]=[C:10]2[C:5]([CH:6]=[CH:7][C:8](Cl)=[N:9]2)=[CH:4][N:3]=1.CC1(C)C(C)(C)OB([C:21]2[CH:22]=[N:23][N:24]([CH2:26][C:27]3([OH:31])[CH2:30][CH2:29][CH2:28]3)[CH:25]=2)O1>>[Br:1][C:2]1[CH:11]=[C:10]2[C:5]([CH:6]=[CH:7][C:8]([C:21]3[CH:22]=[N:23][N:24]([CH2:26][C:27]4([OH:31])[CH2:30][CH2:29][CH2:28]4)[CH:25]=3)=[N:9]2)=[CH:4][N:3]=1. Reported procedure: The title compound was prepared according to the method described for Preparation 58 using 7-Bromo-2-chloro-1,6-naphthyridine (Preparation 61) and 1-((4-(4,4,5,5-tetramethyl-1,3,2-dioxaborolan-2-yl)-1H-pyrazol-1-yl)methyl)cyclobutanol (Preparation 131). The reactants are N([C@@H]([C@@H](C)CC)C(=O)NCC(=O)OC)C(=O)OCC1=CC=CC=C1 (Z-Ile-Gly-OMe), Cl (hydrochloric acid). Reagents/catalysts: [Pd] (Pd on charcoal). Solvent: CO (methanol). Yields the product N[C@@H]([C@@H](C)CC)C(=O)NCC(=O)OC (H-Ile-Gly-OMe). RXN SMILES: [NH:1](C(OCC1C=CC=CC=1)=O)[C@H:2]([C:7]([NH:9][CH2:10][C:11]([O:13][CH3:14])=[O:12])=[O:8])[C@H:3]([CH2:5][CH3:6])[CH3:4].Cl>CO.[Pd]>[NH2:1][C@H:2]([C:7]([NH:9][CH2:10][C:11]([O:13][CH3:14])=[O:12])=[O:8])[C@H:3]([CH2:5][CH3:6])[CH3:4]. Reported procedure: 3.36 g of Z-Ile-Gly-OMe are dissolved in 100 ml of methanol and 10 ml of 1 N hydrochloric acid and hydrogenated in the presence of 0.5 g of Pd on charcoal (10%). After filtering off the catalyst the solvent is completely evaporated. The resulting foam is homogeneous in a thin layer chromatogram on silica gel; Rf = 0.26 in chloroform-methanol (95:5). The reactants are [Ag+], COC(=O)c1cc(C(Br)Br)cnc1C(=O)OC, CCOC(C)=O, O=[N+]([O-])[O-], C1COCCO1, O. Product: COC(=O)c1cc(C=O)cnc1C(=O)OC. As a reaction SMILES: [Ag+:35].[Br:1][CH:2]([c:3]1[cH:4][c:5]([C:13](=[O:14])[O:15][CH3:16])[c:6]([C:9](=[O:10])[O:11][CH3:12])[n:7][cH:8]1)[Br:17].[CH3:18][CH2:19][O:20][C:21](=[O:22])[CH3:23].[N+:31]([O-:32])([O-:33])=[O:34].[O:24]1[CH2:25][CH2:26][O:27][CH2:28][CH2:29]1.[OH2:30]>>[CH:2]([c:3]1[cH:4][c:5]([C:13](=[O:14])[O:15][CH3:16])[c:6]([C:9](=[O:10])[O:11][CH3:12])[n:7][cH:8]1)=[O:20]. Starting materials: CS(=O)(=O)Nc1ccc(C(=O)C2CCNCC2)cc1, CN(C)C=O, ClCCc1cn2ccccc2n1, Cl, Cl, [I-], [K+], [Na+], O=C([O-])O. The product is CS(=O)(=O)Nc1ccc(C(=O)C2CCN(CCc3cn4ccccc4n3)CC2)cc1. Reaction SMILES: [CH3:2][S:3](=[O:4])(=[O:5])[NH:6][c:7]1[cH:8][cH:9][c:10]([C:11](=[O:12])[CH:13]2[CH2:14][CH2:15][NH:16][CH2:17][CH2:18]2)[cH:19][cH:20]1.[CH3:41][N:42]([CH3:43])[CH:44]=[O:45].[Cl:27][CH2:28][CH2:29][c:30]1[n:31][c:32]2[n:33]([cH:34][cH:35][cH:36][cH:37]2)[cH:38]1.[ClH:1].[ClH:26].[I-:40].[K+:39].[Na+:21].[OH:22][C:23](=[O:24])[O-:25]>>[CH3:2][S:3](=[O:4])(=[O:5])[NH:6][c:7]1[cH:8][cH:9][c:10]([C:11](=[O:12])[CH:13]2[CH2:14][CH2:15][N:16]([CH2:28][CH2:29][c:30]3[n:31][c:32]4[n:33]([cH:34][cH:35][cH:36][cH:37]4)[cH:38]3)[CH2:17][CH2:18]2)[cH:19][cH:20]1.